From a dataset of the Open Reaction Database (ORD), a public repository of structured organic reaction records. describe an organic reaction: reactants, conditions, products, and yield Reactants: [BH3-]C#N.[Na+] (NaBH3CN), Cl (HCl), CC=1C=C(C=CC1OC1=CC=CC=C1)NC1=NC=NC2=CC=C(C=C12)C#CC1CNCCC1 ((3-Methyl-4-phenoxy-phenyl)-(6-piperidin-3-ylethynyl-quinazolin-4-yl)-amine), O=CCNC(OC(C)(C)C)=O (tert-butyl N-(2-oxoethyl)carbamate). Run in CC(=O)O (AcOH), CO.O (MeOH H2O), CO (MeOH). Run at time 8 hour. Product: NCCN1CC(CCC1)C#CC=1C=C2C(=NC=NC2=CC1)NC1=CC(=C(C=C1)OC1=CC=CC=C1)C ({6-[1-(2-Amino-ethyl)-piperidin-3-ylethynyl]-quinazolin-4-yl}-(3-methyl-4-phenoxy-phenyl)-amine). The yield is 86.9%. As a reaction SMILES: [CH3:1][C:2]1[CH:3]=[C:4]([NH:15][C:16]2[C:25]3[C:20](=[CH:21][CH:22]=[C:23]([C:26]#[C:27][CH:28]4[CH2:33][CH2:32][CH2:31][NH:30][CH2:29]4)[CH:24]=3)[N:19]=[CH:18][N:17]=2)[CH:5]=[CH:6][C:7]=1[O:8][C:9]1[CH:14]=[CH:13][CH:12]=[CH:11][CH:10]=1.O=[CH:35][CH2:36][NH:37]C(=O)OC(C)(C)C.[BH3-]C#N.[Na+].Cl>CO.O.CO.CC(O)=O>[NH2:37][CH2:36][CH2:35][N:30]1[CH2:31][CH2:32][CH2:33][CH:28]([C:27]#[C:26][C:23]2[CH:24]=[C:25]3[C:20](=[CH:21][CH:22]=2)[N:19]=[CH:18][N:17]=[C:16]3[NH:15][C:4]2[CH:5]=[CH:6][C:7]([O:8][C:9]3[CH:14]=[CH:13][CH:12]=[CH:11][CH:10]=3)=[C:2]([CH3:1])[CH:3]=2)[CH2:29]1 |f:2.3,5.6|. Procedure: (3-Methyl-4-phenoxy-phenyl)-(6-piperidin-3-ylethynyl-quinazolin-4-yl)-amine (114 mg, 0.2 mmol) and tert-butyl N-(2-oxoethyl)carbamate (320 mg, 2.0 mmol) were dissolved in MeOH/H2O (5/0.5 mL) and the pH was adjusted to 5 with AcOH. The reaction was stirred at room temperature overnight and followed by the addition of NaBH3CN (13 mg, 0.2 mmol) over a period of 1 hour. After stirring for another hour, the reaction was concentrated and the residue was partitioned between CH2Cl2 (30 mL) and saturated... The reactants are C1CNCCN1, NS(=O)(=O)c1ccc(F)c(F)c1, O. The product is NS(=O)(=O)c1ccc(N2CCNCC2)c(F)c1. RXN SMILES: [CH2:13]1[CH2:14][NH:15][CH2:16][CH2:17][NH:18]1.[F:1][c:2]1[cH:3][c:4]([S:9](=[O:10])(=[O:11])[NH2:12])[cH:5][cH:6][c:7]1[F:8].[OH2:19]>>[F:1][c:2]1[cH:3][c:4]([S:9](=[O:10])(=[O:11])[NH2:12])[cH:5][cH:6][c:7]1[N:15]1[CH2:14][CH2:13][NH:18][CH2:17][CH2:16]1. Reactants: CCCC(C)(C=O)CCC#N, C=CC#N, CCCCC(C=O)CC. Yields the product CCCCC(C=O)(CC)CCC#N. Reaction SMILES: [C:14]([CH2:15][CH2:16][C:17]([CH3:18])([CH2:19][CH2:20][CH3:21])[CH:22]=[O:23])#[N:24].[CH2:10]=[CH:11][C:12]#[N:13].[CH2:1]([CH3:2])[CH:3]([CH:4]=[O:5])[CH2:6][CH2:7][CH2:8][CH3:9]>>[CH2:1]([CH3:2])[C:3]([CH:4]=[O:5])([CH2:6][CH2:7][CH2:8][CH3:9])[CH2:10][CH2:11][C:12]#[N:13]. Starting materials: Br.OC=1C(=CC2=C(CCNCC2)C1)S(=O)(=O)C (8-Hydroxy-7-methylsulfonyl-2,3,4,5-tetrahydro-1H-3-benzazepine hydrobromide), [OH-].[Na+] (sodium hydroxide). The product is OC=1C(=CC2=C(CCNCC2)C1)S(=O)(=O)C (8-hydroxy-7-methylsulfonyl-2,3,4,5-tetrahydro-1H-3-benzazepine). As a reaction SMILES: Br.[OH:2][C:3]1[C:4]([S:14]([CH3:17])(=[O:16])=[O:15])=[CH:5][C:6]2[CH2:12][CH2:11][NH:10][CH2:9][CH2:8][C:7]=2[CH:13]=1.[OH-].[Na+]>>[OH:2][C:3]1[C:4]([S:14]([CH3:17])(=[O:16])=[O:15])=[CH:5][C:6]2[CH2:12][CH2:11][NH:10][CH2:9][CH2:8][C:7]=2[CH:13]=1 |f:0.1,2.3|. Reported procedure: 8-Hydroxy-7-methylsulfonyl-2,3,4,5-tetrahydro-1H-3-benzazepine hydrobromide is treated with one equivalent of sodium hydroxide in aqueous solution. Extracting into chloroform and evaporating gives 8-hydroxy-7-methylsulfonyl-2,3,4,5-tetrahydro-1H-3-benzazepine. Reactants: C(C)(C)(C)OC(N(CCOC)CC1=CN=C(N1C)C1=CC2=NC=CC(=C2S1)OC1=C(C=C(C=C1)N)F)=O (tert-Butyl(2-(7-(4-amino-2-fluorophenoxy)thieno[3,2-b]pyridin-2-yl)-1-methyl-1H-imidazol-5-yl)methyl(2-methoxyethyl)carbamate), ClC(Cl)(OC(OC(Cl)(Cl)Cl)=O)Cl (triphosgene), CCN(C(C)C)C(C)C (iPr2NEt), C1(CC1)N (Cyclopropylamine). Product: C(C)(C)(C)OC(N(CCOC)CC1=CN=C(N1C)C1=CC2=NC=CC(=C2S1)OC1=C(C=C(C=C1)NC(=O)NC1CC1)F)=O (tert-Butyl(2-(7-(4-(3-cyclopropylureido)-2-fluorophenoxy)thieno[3,2-b]pyridin-2-yl)-1-methyl-1H-imidazol-5-yl)methyl(2-methoxyethyl)carbamate). Isolated yield 92.0%. As a reaction SMILES: [C:1]([O:5][C:6](=[O:37])[N:7]([CH2:12][C:13]1[N:17]([CH3:18])[C:16]([C:19]2[S:27][C:26]3[C:21](=[N:22][CH:23]=[CH:24][C:25]=3[O:28][C:29]3[CH:34]=[CH:33][C:32]([NH2:35])=[CH:31][C:30]=3[F:36])[CH:20]=2)=[N:15][CH:14]=1)[CH2:8][CH2:9][O:10][CH3:11])([CH3:4])([CH3:3])[CH3:2].ClC(Cl)(O[C:42](=[O:48])OC(Cl)(Cl)Cl)Cl.CC[N:52]([CH:56]([CH3:58])[CH3:57])C(C)C.C1(N)CC1>>[C:1]([O:5][C:6](=[O:37])[N:7]([CH2:12][C:13]1[N:17]([CH3:18])[C:16]([C:19]2[S:27][C:26]3[C:21](=[N:22][CH:23]=[CH:24][C:25]=3[O:28][C:29]3[CH:34]=[CH:33][C:32]([NH:35][C:42]([NH:52][CH:56]4[CH2:58][CH2:57]4)=[O:48])=[CH:31][C:30]=3[F:36])[CH:20]=2)=[N:15][CH:14]=1)[CH2:8][CH2:9][O:10][CH3:11])([CH3:4])([CH3:2])[CH3:3]. Procedure: To a solution of the aniline 46 (400 mg, 0.758 mmol) was added triphosgene (1125 mg, 5 eq, 3.79 mmol) and iPr2NEt (490 mg, 5 eq, 3.79 mmol) and the reaction mixture was stirred at RT for an hour. Cyclopropylamine (6103 mg, 141 eq, 107 mmol) was added and the reaction mixture was stirred at RT overnight. The mixture was concentrated then diluted with DCM and washed with water. The organic phase was collected, dried over Na2SO4, filtered and evaporated. The residue was purified by column chromatog... The reactants are O=C1CCC(=O)N1Br, O=C(OOC(=O)c1ccccc1)c1ccccc1, CCOC(C)=O, CCOCC, CCN(C(C)C)C(C)C, Cc1cc(F)c(C(=O)NS(C)(=O)=O)cc1Cl, ClCCCl, CCOP([O-])OCC. As a reaction SMILES: [Br:17][N:18]1[C:19](=[O:20])[CH2:21][CH2:22][C:23]1=[O:24].[C:25]([O:26][O:27][C:28](=[O:29])[c:30]1[cH:31][cH:32][cH:33][cH:34][cH:35]1)(=[O:36])[c:37]1[cH:38][cH:39][cH:40][cH:41][cH:42]1.[CH3:64][CH2:65][O:66][C:67]([CH3:68])=[O:69].[CH3:70][CH2:71][O:72][CH2:73][CH3:74].[CH:43]([N:44]([CH:45]([CH3:46])[CH3:47])[CH2:48][CH3:49])([CH3:50])[CH3:51].[Cl:1][c:2]1[c:3]([CH3:16])[cH:4][c:5]([F:15])[c:6]([C:7](=[O:8])[NH:9][S:10](=[O:11])(=[O:12])[CH3:13])[cH:14]1.[Cl:60][CH2:61][CH2:62][Cl:63].[P:52]([O-:53])([O:54][CH2:55][CH3:56])[O:57][CH2:58][CH3:59]>>[Cl:1][c:2]1[c:3]([CH2:16][Br:17])[cH:4][c:5]([F:15])[c:6]([C:7](=[O:8])[NH:9][S:10](=[O:11])(=[O:12])[CH3:13])[cH:14]1. Yields the product CS(=O)(=O)NC(=O)c1cc(Cl)c(CBr)cc1F. The reactants are Cl.NC1(CC1)C1=NC(=NO1)N(C)C ([5-(1-Amino-cyclopropyl)-1,2,4-oxadiazol-3-yl]-dimethyl-amine hydrochloride), Cl.C(C)(C)C1=NOC(=N1)C1(CC1)N (1-(3-Isopropyl-1,2,4-oxadiazol-5-yl)-cyclopropylamine hydrochloride), Cl.C(C)C1=NOC(=N1)C1(CC1)N (1-(3-Ethyl-1,2,4-oxadiazol-5-yl)-cyclopropylamine hydrochloride), Cl.C1(CC1)C1=NC(=NO1)C1(CC1)N (1-(5-Cyclopropyl-1,2,4-oxadiazol-3-yl)-cyclopropylamine hydrochloride), Cl.C(C)(C)C1=NC(=NO1)C1(CC1)N (1-(5-Isopropyl-1,2,4-oxadiazol-3-yl)-cyclopropylamine hydrochloride), Cl.NC1(CC1)C1=NC(=NO1)CCO (2-[5-(1-Amino-cyclopropyl)-1,2,4-oxadiazol-3-yl]-ethanol hydrochloride), Cl.FC(CC1=NOC(=N1)C1(CC1)N)(F)F (1-[3-(2,2,2-Trifluoro-ethyl)-1,2,4-oxadiazol-5-yl]-cyclopropylamine hydrochloride), Cl.CC1=NC(=NO1)C1(CC1)N (1-(5-Methyl-1,2,4-oxadiazol-3-yl)-cyclopropylamine hydrochloride). The product is Cl.NC1(CC1)C1=NC(=NO1)CC(C)O (1-[5-(1-Amino-cyclopropyl)-1,2,4-oxadiazol-3-yl]-propan-2-ol hydrochloride). Reaction SMILES: [ClH:1].[NH2:2][C:3]1([C:6]2[O:10][N:9]=[C:8](N(C)C)[N:7]=2)[CH2:5][CH2:4]1.Cl.NC1(C2ON=C([CH2:24][CH2:25][OH:26])N=2)CC1.Cl.F[C:29](F)(F)CC1N=C(C2(N)CC2)ON=1.Cl.C(C1N=C(C2(N)CC2)ON=1)C.Cl.C(C1N=C(C2(N)CC2)ON=1)(C)C.Cl.CC1ON=C(C2(N)CC2)N=1.Cl.C(C1ON=C(C2(N)CC2)N=1)(C)C.Cl.C1(C2ON=C(C3(N)CC3)N=2)CC1>>[ClH:1].[NH2:2][C:3]1([C:6]2[O:10][N:9]=[C:8]([CH2:29][CH:25]([OH:26])[CH3:24])[N:7]=2)[CH2:5][CH2:4]1 |f:0.1,2.3,4.5,6.7,8.9,10.11,12.13,14.15,16.17|. Reported procedure: The following compounds were prepared using similar procedures as described above: [5-(1-Amino-cyclopropyl)-1,2,4-oxadiazol-3-yl]-dimethyl-amine hydrochloride, 2-[5-(1-Amino-cyclopropyl)-1,2,4-oxadiazol-3-yl]-ethanol hydrochloride, 1-[3-(2,2,2-Trifluoro-ethyl)-1,2,4-oxadiazol-5-yl]-cyclopropylamine hydrochloride, 1-(3-Ethyl-1,2,4-oxadiazol-5-yl)-cyclopropylamine hydrochloride, 1-(3-Isopropyl-1,2,4-oxadiazol-5-yl)-cyclopropylamine hydrochloride, 1-(5-Methyl-1,2,4-oxadiazol-3-yl)-cyclopropylamine ... Starting materials: O=C([O-])[O-], Cc1cc(-c2nnc3c4ccccc4c(OCc4ncnn4COCC[Si](C)(C)C)nn23)no1, CCO, Cl, [K+], [K+]. Product: Cc1cc(-c2nnc3c4ccccc4c(OCc4nc[nH]n4)nn23)no1. RXN SMILES: [C:36](=[O:37])([O-:38])[O-:39].[CH3:1][c:2]1[cH:3][c:4](-[c:7]2[n:8][n:9][c:10]3[n:11]2[n:12][c:13]([O:20][CH2:21][c:22]2[n:23]([CH2:27][O:28][CH2:29][CH2:30][Si:31]([CH3:32])([CH3:33])[CH3:34])[n:24][cH:25][n:26]2)[c:14]2[cH:15][cH:16][cH:17][cH:18][c:19]32)[n:5][o:6]1.[CH3:42][CH2:43][OH:44].[ClH:35].[K+:40].[K+:41]>>[CH3:1][c:2]1[cH:3][c:4](-[c:7]2[n:8][n:9][c:10]3[n:11]2[n:12][c:13]([O:20][CH2:21][c:22]2[n:23][nH:24][cH:25][n:26]2)[c:14]2[cH:15][cH:16][cH:17][cH:18][c:19]32)[n:5][o:6]1.